Dataset: the Open Reaction Database (ORD), a public repository of structured organic reaction records. Task: describe an organic reaction: reactants, conditions, products, and yield The reactants are BrC1=CC=C2CC(NC2=C1)=O (6-bromo-2-indolinone), C1(=C(C=CC=C1)OB(O)O)C (2-tolylboric acid). Yields the product C1(=C(C=CC=C1)C1=CC=C2CC(NC2=C1)=O)C (6-(2-Tolyl)-2-indolinone). Reaction SMILES: Br[C:2]1[CH:10]=[C:9]2[C:5]([CH2:6][C:7](=[O:11])[NH:8]2)=[CH:4][CH:3]=1.[C:12]1([CH3:22])[CH:17]=[CH:16][CH:15]=[CH:14][C:13]=1OB(O)O>>[C:12]1([CH3:22])[CH:17]=[CH:16][CH:15]=[CH:14][C:13]=1[C:2]1[CH:10]=[C:9]2[C:5]([CH2:6][C:7](=[O:11])[NH:8]2)=[CH:4][CH:3]=1. Reported procedure: Prepared from 6-bromo-2-indolinone and 2-tolylboric acid